Dataset: the Open Reaction Database (ORD), a public repository of structured organic reaction records. Task: describe an organic reaction: reactants, conditions, products, and yield Starting materials: C(=O)(OC(C)(C)C)N([C@@H](CC1=CC=CC=C1)C(=O)NCC(=O)OC(=O)C1=CC=CC=C1)C (BocMePhe-GlyOBz), Cl (hydrogen chloride). Run in C(C)(=O)OCC (ethyl acetate). The product is N([C@@H](CC1=CC=CC=C1)C(=O)NCC(=O)OC(=O)C1=CC=CC=C1)C (HMePhe-GlyOBz). Isolated yield 95.0%. As a reaction SMILES: [C:1]([N:8](C)[C@H:9]([C:17]([NH:19][CH2:20][C:21]([O:23][C:24]([C:26]1[CH:31]=[CH:30][CH:29]=[CH:28][CH:27]=1)=[O:25])=[O:22])=[O:18])[CH2:10][C:11]1[CH:16]=[CH:15][CH:14]=[CH:13][CH:12]=1)(OC(C)(C)C)=O.Cl>C(OCC)(=O)C>[NH:8]([CH3:1])[C@H:9]([C:17]([NH:19][CH2:20][C:21]([O:23][C:24]([C:26]1[CH:27]=[CH:28][CH:29]=[CH:30][CH:31]=1)=[O:25])=[O:22])=[O:18])[CH2:10][C:11]1[CH:12]=[CH:13][CH:14]=[CH:15][CH:16]=1. Procedure details: Condensation of BocMePheOH (5.0 g.) and HGlyOBz (3.75 g.) by the mixed anhydride method using isobutyl chloroformate gave BocMePhe-GlyOBz in 52% yield. De-t-butoxycarbonylation of BocMePhe-GlyOBz (2.0 g.) using hydrogen chloride in ethyl acetate gave HMePhe-GlyOBz in 95% yield. Reactants: ClC1=CC(=NC=C1C(=O)OCC)Cl (ethyl 4,6-dichloronicotinate), O (water), C(C)OC(=O)C=1C(=NC(=NC1)SC)NCCC (2-(methylthio)-4-(propylamino)pyrimidine-5-carboxylic acid ethyl ester), C(C)(C)N(C(C)C)CC (N,N-diisopropylethylamine). The solvent is C(C)(=O)OCC (ethyl acetate), C(C)#N (acetonitrile), C(CC)N (propylamine). Reaction conditions: time 30 minute. The product is ClC1=NC=C(C(=O)OCC)C(=C1)NCCC (ethyl 6-chloro-4-(propylamino)nicotinate). As a reaction SMILES: Cl[C:2]1[C:7]([C:8]([O:10][CH2:11][CH3:12])=[O:9])=[CH:6][N:5]=[C:4]([Cl:13])[CH:3]=1.C(O[C:17]([C:19]1[C:20](NCCC)=[N:21]C(SC)=NC=1)=O)C.C(N(CC)C(C)C)(C)C.O>C(#N)C.C(N)CC.C(OCC)(=O)C>[Cl:13][C:4]1[CH:3]=[C:2]([NH:21][CH2:20][CH2:19][CH3:17])[C:7]([C:8]([O:10][CH2:11][CH3:12])=[O:9])=[CH:6][N:5]=1. Procedure details: To a solution of ethyl 4,6-dichloronicotinate (S13, 1.0 g) synthesized according to the method described in US200549419 A1 and N,N-diisopropylethylamine (2.37 mL) in acetonitrile (10 mL), propylamine (0.90 mL) was added under ice cooling, and the mixture was stirred at the same temperature for 30 minutes, and then stirred at room temperature for 5 hours and 30 minutes. To the reaction mixture, water and ethyl acetate were added. The organic layer was separated, and dried over anhydrous sodium su... The reactants are C(#N)CP(OCC)(OCC)=O (Diethyl cyanomethylphosphonate), [H-].[Na+] (sodium hydride), O1CCCC1 (tetrahydrofuran), CC1=C(C=O)C=CC=C1 (2-methylbenzaldehyde). Reaction conditions: time 30 minute. The product is CC1=C(C=CC=C1)C(C#N)=C (2-(2-methylphenyl)acrylonitrile). As a reaction SMILES: [C:1]([CH2:3]P(=O)(OCC)OCC)#[N:2].[H-].[Na+].[CH3:14][C:15]1[CH:22]=[CH:21][CH:20]=[CH:19][C:16]=1C=O.O1CCC[CH2:24]1>>[CH3:14][C:15]1[CH:22]=[CH:21][CH:20]=[CH:19][C:16]=1[C:3](=[CH2:24])[C:1]#[N:2] |f:1.2|. Procedure: Diethyl cyanomethylphosphonate (5.0 ml, 30.9 mmol) was added to a stirring suspension of sodium hydride (60% oily suspension, 1.24 g, 31 mmol) in tetrahydrofuran (50 ml) under argon. After 30 min, 2-methylbenzaldehyde (3.6 ml, 31.1 mmol) was added and stirring continued for 1 h. The reaction was quenched by the addition of water and extracted with dichloromethane followed by drying and evaporation of the organic solution. Column chromatography (hexane; hexane:ethylacetate=3:1) provided 2-(2-meth... Starting materials: CCCC[N+](CCCC)(CCCC)CCCC, COC(=O)c1cc(C)c(Br)c(SCc2cccc(Cl)c2O[Si](C)(C)C(C)(C)C)c1, [F-], C1CCOC1. The product is COC(=O)c1cc(C)c(Br)c(SCc2cccc(Cl)c2O)c1. As a reaction SMILES: [CH2:2]([N+:3]([CH2:4][CH2:5][CH2:6][CH3:7])([CH2:8][CH2:9][CH2:10][CH3:11])[CH2:12][CH2:13][CH2:14][CH3:15])[CH2:16][CH2:17][CH3:18].[CH3:19][O:20][C:21]([c:22]1[cH:23][c:24]([S:30][CH2:31][c:32]2[c:33]([O:39][Si:40]([C:41]([CH3:42])([CH3:43])[CH3:44])([CH3:45])[CH3:46])[c:34]([Cl:38])[cH:35][cH:36][cH:37]2)[c:25]([Br:29])[c:26]([CH3:28])[cH:27]1)=[O:47].[F-:1].[O:48]1[CH2:49][CH2:50][CH2:51][CH2:52]1>>[CH3:19][O:20][C:21]([c:22]1[cH:23][c:24]([S:30][CH2:31][c:32]2[c:33]([OH:39])[c:34]([Cl:38])[cH:35][cH:36][cH:37]2)[c:25]([Br:29])[c:26]([CH3:28])[cH:27]1)=[O:47]. Starting materials: S1CC(C(CC1)=O)C(=O)O (tetrahydrothiopyran-4-one-3-carboxylic acid), allyl ester. Reagents/catalysts: [O-2].[O-2].[Mn+4] (manganese dioxide). The solvent is C(Cl)(Cl)Cl (chloroform). The product is S1CC(C(C=C1)=O)C(=O)O (2,3-dihydrothiopyran-4-one-3-carboxylic acid), allyl ester. Reaction SMILES: [S:1]1[CH2:6][CH2:5][C:4](=[O:7])[CH:3]([C:8]([OH:10])=[O:9])[CH2:2]1>C(Cl)(Cl)Cl.[O-2].[O-2].[Mn+4]>[S:1]1[CH:6]=[CH:5][C:4](=[O:7])[CH:3]([C:8]([OH:10])=[O:9])[CH2:2]1 |f:2.3.4|. Procedure: To a solution of tetrahydrothiopyran-4-one-3-carboxylic acid, allyl ester (Example 4, step A) (2.3 g, 11.5 mmol) in 100 mL dry chloroform at room temperature was added activated manganese dioxide (10 g, 115 mmol) and the resulting mixture was refluxed for 5 h. The reaction mixture was filtered and evaporated. The the remaining residue was purified by flash column chromatography on silica gel eluted with hexane:ethyl acetate (7:3) to give 2,3-dihydrothiopyran-4-one-3-carboxylic acid, allyl ester ... The reactants are ClCCNC(=O)N(C1[C@H](O)[C@H](O)[C@@H](O)[C@@H](O1)C)CCCC (1-(2-chloroethyl)-3-n-butyl-3-L-rhamnopyranosylurea), N(=O)[O-].[Na+] (sodium nitrite). Solvent: C(=O)O (formic acid). Run at time 1 hour. Product: ClCCN(C(=O)N(C1[C@H](O)[C@H](O)[C@@H](O)[C@@H](O1)C)CCCC)N=O (1-(2-chloroethyl)-1-nitroso-3-n-butyl-3-L-rhamnopyranosylurea). Yield: 23.0%. RXN SMILES: [Cl:1][CH2:2][CH2:3][NH:4][C:5]([N:7]([CH2:18][CH2:19][CH2:20][CH3:21])[CH:8]1[O:16][C@@H:15]([CH3:17])[C@H:13]([OH:14])[C@@H:11]([OH:12])[C@H:9]1[OH:10])=[O:6].[N:22]([O-])=[O:23].[Na+]>C(O)=O>[Cl:1][CH2:2][CH2:3][N:4]([N:22]=[O:23])[C:5]([N:7]([CH2:18][CH2:19][CH2:20][CH3:21])[CH:8]1[O:16][C@@H:15]([CH3:17])[C@H:13]([OH:14])[C@@H:11]([OH:12])[C@H:9]1[OH:10])=[O:6] |f:1.2|. Procedure details: 3.2 g of 1-(2-chloroethyl)-3-n-butyl-3-L-rhamnopyranosylurea are dissolved in 10 ml of formic acid, and 1.5 g of sodium nitrite are added gradually thereto at 0° to 5° C. for one hour under stirring. The mixture is further stirred at the same temperature for one hour. After the reaction, the mixture is treated in the same manner as described in Example 5-(2). 0.8 g of 1-(2-chloroethyl)-1-nitroso-3-n-butyl-3-L-rhamnopyranosylurea is thereby obtained as yellow caramel. Starting materials: hydrochloride salt, C(C)N1C(CCC1)=N (1-ethyl-2-iminopyrrolidine), ClC=1C=C(C=CC1)N=C=O (m-chlorophenylisocyanate). The solvent is C1=CC=CC=C1 (benzene). Product: ClC=1C=C(C=CC1)NC(=O)N=C1N(CCC1)CC (1-m-chlorophenyl-3-(1-ethyl-2-pyrrolidylidene)urea). As a reaction SMILES: [CH2:1]([N:3]1[CH2:7][CH2:6][CH2:5][C:4]1=[NH:8])[CH3:2].[Cl:9][C:10]1[CH:11]=[C:12]([N:16]=[C:17]=[O:18])[CH:13]=[CH:14][CH:15]=1>C1C=CC=CC=1>[Cl:9][C:10]1[CH:11]=[C:12]([NH:16][C:17]([N:8]=[C:4]2[CH2:5][CH2:6][CH2:7][N:3]2[CH2:1][CH3:2])=[O:18])[CH:13]=[CH:14][CH:15]=1. Reported procedure: The hydrochloride salt of 1-ethyl-2-iminopyrrolidine (7.43 g.; 0.05 mole) is converted to free base (5.6 g.; 0.05 mole) by adding 7 ml. of 50% NaOH to an aqueous slurry (minimal amount of water) of the salt and benzene extraction. After drying over K2CO3, the benzene solution is stirred at room temperature and 7.68 g. (0.05 mole) of m-chlorophenylisocyanate, dissolved in anhydrous benzene, is added. The reaction mixture is stirred for 13/4 hours and the solvent is then evaporated in vacuo leavin... Starting materials: ClC=1C2=C3C(CCCN3C(C1)=O)=CC(=C2)C(C(F)(F)F)(C(F)(F)F)O (7-chloro-2,3-dihydro-9-[2,2,2-trifluoro-1-hydroxy-1-(trifluoromethyl)ethyl]-1H,5H-benzo[ij]quinolizin-5-one), O.O.O.C(C)(=O)[O-].[Na+] (sodium acetate trihydrate). The reagents and catalysts are [Pd] (palladium on charcoal). The solvent is C(C)(=O)O (acetic acid). The product is FC(C(C(F)(F)F)(O)C1=CC=2C=CC(N3CCCC(C23)=C1)=O)(F)F (2,3-dihydro-9-[2,2,2-trifluoro-1-hydroxy-1-(trifluoromethyl)ethyl]-1H,5H-benzo[ij]quinolizin-5-one). RXN SMILES: Cl[C:2]1[C:3]2[CH:15]=[C:14]([C:16]([OH:25])([C:21]([F:24])([F:23])[F:22])[C:17]([F:20])([F:19])[F:18])[CH:13]=[C:5]3[CH2:6][CH2:7][CH2:8][N:9]([C:10](=[O:12])[CH:11]=1)[C:4]=23.O.O.O.C([O-])(=O)C.[Na+]>[Pd].C(O)(=O)C>[F:24][C:21]([F:22])([F:23])[C:16]([C:14]1[CH:13]=[C:5]2[C:4]3[N:9]([CH2:8][CH2:7][CH2:6]2)[C:10](=[O:12])[CH:11]=[CH:2][C:3]=3[CH:15]=1)([OH:25])[C:17]([F:20])([F:19])[F:18] |f:1.2.3.4.5|. Procedure: A mixture of 0.7 g. of 7-chloro-2,3-dihydro-9-[2,2,2-trifluoro-1-hydroxy-1-(trifluoromethyl)ethyl]-1H,5H-benzo[ij]quinolizin-5-one, 150 ml. of glacial acetic acid, 5 g. of sodium acetate trihydrate, and 0.5 g. of 10% palladium on charcoal is hydrogenated in a Parr shaker apparatus for 4 hours at an initial pressure of 3 atm. The catalyst is removed by filtration, solvent is removed by evaporation, and the residue is triturated with water. The insoluble material is filtered off, dried and recryst... The reactants are CCCCP(CCCC)CCCC, CCOC(=O)CCNC(=O)c1ccc(NC(c2oc3ccc(O)cc3c2C)C2CCCCC2)cc1, OCc1ccnc(F)c1, O=C(N=NC(=O)N1CCCCC1)N1CCCCC1, C1CCOC1. Yields the product CCOC(=O)CCNC(=O)c1ccc(NC(c2oc3ccc(OCc4ccnc(F)c4)cc3c2C)C2CCCCC2)cc1. RXN SMILES: [CH2:45]([P:46]([CH2:47][CH2:48][CH2:49][CH3:50])[CH2:51][CH2:52][CH2:53][CH3:54])[CH2:55][CH2:56][CH3:57].[CH:1]1([CH:7]([c:8]2[o:9][c:10]3[c:11]([c:12]2[CH3:13])[cH:14][c:15]([OH:18])[cH:16][cH:17]3)[NH:19][c:20]2[cH:21][cH:22][c:23]([C:26](=[O:27])[NH:28][CH2:29][CH2:30][C:31](=[O:32])[O:33][CH2:34][CH3:35])[cH:24][cH:25]2)[CH2:2][CH2:3][CH2:4][CH2:5][CH2:6]1.[F:36][c:37]1[n:38][cH:39][cH:40][c:41]([CH2:43][OH:44])[cH:42]1.[N:58]([C:59]([N:60]1[CH2:61][CH2:62][CH2:63][CH2:64][CH2:65]1)=[O:66])=[N:67][C:68]([N:69]1[CH2:70][CH2:71][CH2:72][CH2:73][CH2:74]1)=[O:75].[O:76]1[CH2:77][CH2:78][CH2:79][CH2:80]1>>[CH:1]1([CH:7]([c:8]2[o:9][c:10]3[c:11]([c:12]2[CH3:13])[cH:14][c:15]([O:18][CH2:43][c:41]2[cH:40][cH:39][n:38][c:37]([F:36])[cH:42]2)[cH:16][cH:17]3)[NH:19][c:20]2[cH:21][cH:22][c:23]([C:26](=[O:27])[NH:28][CH2:29][CH2:30][C:31](=[O:32])[O:33][CH2:34][CH3:35])[cH:24][cH:25]2)[CH2:2][CH2:3][CH2:4][CH2:5][CH2:6]1.